This data is from the Open Reaction Database (ORD), a public repository of structured organic reaction records. The task is: describe an organic reaction: reactants, conditions, products, and yield The reactants are CC(=O)[O-], CCOC(=O)c1cnn(CC(=O)Cl)c1, ClCCl, NCC(=O)c1cccc(C(F)(F)F)c1, [Na+], O. Product: CCOC(=O)c1cnn(CC(=O)NCC(=O)c2cccc(C(F)(F)F)c2)c1. RXN SMILES: [CH3:30][C:31](=[O:32])[O-:33].[Cl:1][C:2]([CH2:3][n:4]1[n:5][cH:6][c:7]([C:9](=[O:10])[O:11][CH2:12][CH3:13])[cH:8]1)=[O:14].[Cl:34][CH2:35][Cl:36].[NH2:15][CH2:16][C:17](=[O:18])[c:19]1[cH:20][c:21]([C:25]([F:26])([F:27])[F:28])[cH:22][cH:23][cH:24]1.[Na+:29].[OH2:37]>>[C:2]([CH2:3][n:4]1[n:5][cH:6][c:7]([C:9](=[O:10])[O:11][CH2:12][CH3:13])[cH:8]1)(=[O:14])[NH:15][CH2:16][C:17](=[O:18])[c:19]1[cH:20][c:21]([C:25]([F:26])([F:27])[F:28])[cH:22][cH:23][cH:24]1.